From a dataset of the Open Reaction Database (ORD), a public repository of structured organic reaction records. describe an organic reaction: reactants, conditions, products, and yield Reactants: Cl (hydrogen chloride), solution, C(C)(C)[N-]C(C)C.[Li+] (lithium diisopropylamide), C1CCOC1.C(C)C1=CC=CC=C1.CCCCCCC (THF ethylbenzene heptane), CON(C(C(C)(C)C)=O)C (N-methoxy-N-methylpivalamide), Cl (HCl), O1C=C(C=C1)C(=O)O (3-furoic acid). Solvent: O1CCCC1 (tetrahydrofuran), O1CCCC1 (tetrahydrofuran). Reaction conditions: temperature -20 celsius, time 4 hour. Yields the product C(C(C)(C)C)(=O)C=1OC=CC1C(=O)O (2-Pivaloyl-3-furoic acid). Yield: 62.4%. Reaction SMILES: [O:1]1[CH:5]=[CH:4][C:3]([C:6]([OH:8])=[O:7])=[CH:2]1.C([N-]C(C)C)(C)C.[Li+].C1COCC1.C(C1C=CC=CC=1)C.CCCCCCC.CON(C)[C:40](=[O:45])[C:41]([CH3:44])([CH3:43])[CH3:42].Cl>O1CCCC1>[C:40]([C:2]1[O:1][CH:5]=[CH:4][C:3]=1[C:6]([OH:8])=[O:7])(=[O:45])[C:41]([CH3:44])([CH3:43])[CH3:42] |f:1.2,3.4.5|. Procedure details: A solution of 3-furoic acid (8.97 g, 0.08 mol) in tetrahydrofuran (200 ml) was cooled to -70° C. and a 2.0M solution of lithium diisopropylamide in THF-ethylbenzene-heptane (80 ml, 0.16 mol) was added dropwise over 3/4 hr at -70° to -20° C. under nitrogen to give a tan suspension. A red solution formed after stirring for 113/4 hours at -20° C. To this solution was added N-methoxy-N-methylpivalamide (11.67 g, 0.08 mol) in tetrahydrofuran (10 ml) at -40° C. The reaction mixture was left at ambient... The reactants are CCOC(=O)c1cn(OC)c2nc3cc(N4CCN(C)CC4)c(F)cc3cc2c1=O, CS(=O)(=O)O, CCO, CC(C)OC(C)C, [K+], [OH-], O. The product is COn1cc(C(=O)O)c(=O)c2cc3cc(F)c(N4CCN(C)CC4)cc3nc21. Reaction SMILES: [CH2:1]([CH3:2])[O:3][C:4](=[O:5])[c:6]1[c:7](=[O:30])[c:8]2[cH:9][c:10]3[c:11]([n:12][c:13]2[n:14]([O:16][CH3:17])[cH:15]1)[cH:18][c:19]([N:23]1[CH2:24][CH2:25][N:26]([CH3:29])[CH2:27][CH2:28]1)[c:20]([F:22])[cH:21]3.[CH3:31][S:32](=[O:33])(=[O:34])[OH:35].[CH3:36][CH2:37][OH:38].[CH:42]([O:43][CH:44]([CH3:45])[CH3:46])([CH3:47])[CH3:48].[K+:41].[OH-:40].[OH2:39]>>[O:3]=[C:4]([OH:5])[c:6]1[c:7](=[O:30])[c:8]2[cH:9][c:10]3[c:11]([n:12][c:13]2[n:14]([O:16][CH3:17])[cH:15]1)[cH:18][c:19]([N:23]1[CH2:24][CH2:25][N:26]([CH3:29])[CH2:27][CH2:28]1)[c:20]([F:22])[cH:21]3. The reactants are C(C)(C)(C)OC(=O)N1CC(CCC1)COC1=C(C=CC=C1)CCC1=CC(=CC=C1)OC (1-t-butoxycarbonyl-3-{2-[2-(3-methoxyphenyl)ethyl]phenoxymethyl}piperidine), Cl (hydrogen chloride). The solvent is solution, O1CCOCC1 (dioxane). Reaction conditions: time 3 hour. The product is Cl.COC=1C=C(C=CC1)CCC1=C(OCC2CNCCC2)C=CC=C1 (3-{2-[2-(3-Methoxyphenyl)ethyl]phenoxymethyl]piperidine hydrochloride). Isolated yield 76.0%. As a reaction SMILES: C(OC([N:8]1[CH2:13][CH2:12][CH2:11][CH:10]([CH2:14][O:15][C:16]2[CH:21]=[CH:20][CH:19]=[CH:18][C:17]=2[CH2:22][CH2:23][C:24]2[CH:29]=[CH:28][CH:27]=[C:26]([O:30][CH3:31])[CH:25]=2)[CH2:9]1)=O)(C)(C)C.[ClH:32]>O1CCOCC1>[ClH:32].[CH3:31][O:30][C:26]1[CH:25]=[C:24]([CH2:23][CH2:22][C:17]2[CH:18]=[CH:19][CH:20]=[CH:21][C:16]=2[O:15][CH2:14][CH:10]2[CH2:11][CH2:12][CH2:13][NH:8][CH2:9]2)[CH:29]=[CH:28][CH:27]=1 |f:3.4|. Reported procedure: 240 mg of 1-t-butoxycarbonyl-3-{2-[2-(3-methoxyphenyl)ethyl]phenoxymethyl}piperidine [prepared as described in step (a) above] were dissolved in 4 ml of a 4N solution of hydrogen chloride in dioxane. The solution was allowed to stand at room temperature for 3 hours, after which it was concentrated by evaporation under reduced pressure. The resulting residue was dissolved in ethyl acetate, and the solution was allowed to stand at room temperature. The crystals which precipitated were collected by... Starting materials: CC1=C(C=CC(=C1)C)N1CCN(CC1)C(=O)C1=C(C=C(C=C1)N1S(CC[C@H]1CO)(=O)=O)S(=O)(=O)C ((S)-[4-(2,4-dimethylphenyl)piperazin-1-yl][4-(3-hydroxymethyl-1,1-dioxo-1λ6-isothiazolidin-2-yl)-2-methanesulfonylphenyl]methanone), S(=O)(=O)(OC)C1=CC=C(C)C=C1 (methyl tosylate). Product: CC1=C(C=CC(=C1)C)N1CCN(CC1)C(=O)C1=C(C=C(C=C1)N1S(CC[C@H]1COC)(=O)=O)S(=O)(=O)C ((S)-[4-(2,4-dimethylphenyl)piperazin-1-yl][2-methanesulfonyl-4-(3-methoxymethyl-1,1-dioxo-1λ6-isothiazolidin-2-yl)phenyl]methanone). Reaction SMILES: [CH3:1][C:2]1[CH:7]=[C:6]([CH3:8])[CH:5]=[CH:4][C:3]=1[N:9]1[CH2:14][CH2:13][N:12]([C:15]([C:17]2[CH:22]=[CH:21][C:20]([N:23]3[C@H:27]([CH2:28][OH:29])[CH2:26][CH2:25][S:24]3(=[O:31])=[O:30])=[CH:19][C:18]=2[S:32]([CH3:35])(=[O:34])=[O:33])=[O:16])[CH2:11][CH2:10]1.S(C1C=CC(C)=CC=1)(O[CH3:40])(=O)=O>>[CH3:1][C:2]1[CH:7]=[C:6]([CH3:8])[CH:5]=[CH:4][C:3]=1[N:9]1[CH2:14][CH2:13][N:12]([C:15]([C:17]2[CH:22]=[CH:21][C:20]([N:23]3[C@H:27]([CH2:28][O:29][CH3:40])[CH2:26][CH2:25][S:24]3(=[O:30])=[O:31])=[CH:19][C:18]=2[S:32]([CH3:35])(=[O:33])=[O:34])=[O:16])[CH2:11][CH2:10]1. Reported procedure: Using (S)-[4-(2,4-dimethylphenyl)piperazin-1-yl][4-(3-hydroxymethyl-1,1-dioxo-1λ6-isothiazolidin-2-yl)-2-methanesulfonylphenyl]methanone (880 mg) described in Example 29 and methyl tosylate (0.25 mL) and by the reaction and treatment in the same manner as in Example 36, the title compound (71 mg) was obtained.